From a dataset of the Open Reaction Database (ORD), a public repository of structured organic reaction records. describe an organic reaction: reactants, conditions, products, and yield Starting materials: II (iodine), FC=1C=CC(=C2C=CCOC21)C(=O)N (8-fluoro-2H-1-benzopyran-5-carboxamide), N(=O)[O-].[Na+] (sodium nitrite). Run in C(CO)O (ethylene glycol), O (H2O), C(C)(=O)OCC (ethyl acetate), C(C)(=O)OCC (ethyl acetate), C(CO)O (ethylene glycol), O (H2O). The product is FC=1C=CC(=C2C=C(COC21)[N+](=O)[O-])C(=O)N (8-Fluoro-3-nitro-2H-1-benzopyran-5-carboxamide). The yield is 24.0%. As a reaction SMILES: [F:1][C:2]1[CH:3]=[CH:4][C:5]([C:12]([NH2:14])=[O:13])=[C:6]2[C:11]=1[O:10][CH2:9][CH:8]=[CH:7]2.[N:15]([O-:17])=[O:16].[Na+].II>C(OCC)(=O)C.C(O)CO.O>[F:1][C:2]1[CH:3]=[CH:4][C:5]([C:12]([NH2:14])=[O:13])=[C:6]2[C:11]=1[O:10][CH2:9][C:8]([N+:15]([O-:17])=[O:16])=[CH:7]2 |f:1.2|. Procedure: To a solution of 8-fluoro-2H-1-benzopyran-5-carboxamide (4.46 g, 23.1 mmol) in ethyl acetate (220 mL), ethylene glycol (4.0 mL) and a solution of sodium nitrite (6.52 g, 92.4 mmol) in H2O (11 mL) were added followed by iodine (9.0 g, 34.7 mmol). The reaction mixture was refluxed for 24 hours and during this time H2O (22 mL) and ethylene glycol (4.0 mL) were added portionwise. The reaction mixture was cooled, diluted with ethyl acetate, washed with a 5% solution of NaS2O3, treated with brine, dri... Reactants: C(C)OC(=O)C=1N=C(SC1NC=1C=NC=CC1)C (2-methyl-5-(pyridin-3-ylamino)-thiazole-4-carboxylic acid ethyl ester), solution, [OH-].[K+] (KOH). Run in CO (methanol), O (water). Run at temperature 55 celsius, time 40 minute. Yields the product CC=1SC(=C(N1)C(=O)O)NC=1C=NC=CC1 (2-methyl-5-(pyridin-3-ylamino)-thiazole-4-carboxylic acid). Isolated yield 70.8%. As a reaction SMILES: C([O:3][C:4]([C:6]1[N:7]=[C:8]([CH3:18])[S:9][C:10]=1[NH:11][C:12]1[CH:13]=[N:14][CH:15]=[CH:16][CH:17]=1)=[O:5])C.[OH-].[K+]>CO.O>[CH3:18][C:8]1[S:9][C:10]([NH:11][C:12]2[CH:13]=[N:14][CH:15]=[CH:16][CH:17]=2)=[C:6]([C:4]([OH:5])=[O:3])[N:7]=1 |f:1.2|. Procedure: A solution of 2-methyl-5-(pyridin-3-ylamino)-thiazole-4-carboxylic acid ethyl ester (0.24 g, 0.90 mmol) in methanol (1.6 ml) was treated with a 2.55 N solution of KOH in water (1.06 ml). The mixture was stirred at 55° C. for 40 min then cooled to room temperature. The volatiles were evaporated and the residue dissolved in water (2.00 ml) and treated with HCl 1N under vigorous stirring until pH 5 was reached. The mixture was stirred for 1 h, then the solids were filtered, washed with water and dr... Reactants: FC=1C=C(C(=O)O)C=CC1F (3,4-difluorobenzoic acid), CCCC(=O)O[C@@]1(CC[C@@H]2[C@@]1(C[C@@H]([C@]3([C@H]2C[C@@H](C4=CC(=O)C=C[C@@]43C)F)F)O)C)C(=O)COC(=O)C (DFBA), [N+](=O)(O)[O-] (Nitric acid). Solvent: S(O)(O)(=O)=O (sulfuric acid). Run at temperature 0 celsius. The product is [N+](=O)([O-])C1=C(C(=O)O)C=C(C(=C1)F)F (2-nitro-4,5-difluorobenzoic acid). Yield: 77.4%. Reaction SMILES: [F:1][C:2]1[CH:3]=[C:4]([CH:8]=[CH:9][C:10]=1[F:11])[C:5]([OH:7])=[O:6].CCCC(O[C@@]1(C(COC(C)=O)=O)[C@@]2(C)C[C@H](O)[C@]3(F)[C@]4(C)C(=CC(C=C4)=O)[C@@H](F)C[C@H]3[C@@H]2CC1)=O.[N+:48]([O-])([OH:50])=[O:49]>S(=O)(=O)(O)O>[N+:48]([C:8]1[CH:9]=[C:10]([F:11])[C:2]([F:1])=[CH:3][C:4]=1[C:5]([OH:7])=[O:6])([O-:50])=[O:49]. Procedure: Into 100 mL of 96% sulfuric acid was placed 3,4-difluorobenzoic acid(11.95 g, 0.0756 mol). The solution was stirred at room temperature until the DFBA was dissolved, and then cooled to 0° C. Nitric acid (7.9 g of 90% fuming) was added dropwise to the cooled mixture. After addition, the solution was warmed to room temperature and stirred until completion of the reaction. After drying, 11.88 g of 2-nitro-4,5-difluorobenzoic acid was isolated. The material was identified by GCMS and 19F NMR analysi... The reactants are COC(=O)C1SC(C(=O)OC(C)(C)C)N(C(=O)CNC(=O)Nc2cccc(C)c2)C1c1ccccc1F, CO, [Na+], C1CCOC1, [OH-]. Yields the product Cc1cccc(NC(=O)NCC(=O)N2C(C(=O)OC(C)(C)C)SC(C(=O)O)C2c2ccccc2F)c1. RXN SMILES: [CH3:1][O:2][C:3](=[O:4])[CH:5]1[CH:6]([c:31]2[c:32]([F:37])[cH:33][cH:34][cH:35][cH:36]2)[N:7]([C:17]([CH2:18][NH:19][C:20](=[O:21])[NH:22][c:23]2[cH:24][c:25]([CH3:29])[cH:26][cH:27][cH:28]2)=[O:30])[CH:8]([C:10](=[O:11])[O:12][C:13]([CH3:14])([CH3:15])[CH3:16])[S:9]1.[CH3:40][OH:41].[Na+:39].[O:42]1[CH2:43][CH2:44][CH2:45][CH2:46]1.[OH-:38]>>[O:2]=[C:3]([OH:4])[CH:5]1[CH:6]([c:31]2[c:32]([F:37])[cH:33][cH:34][cH:35][cH:36]2)[N:7]([C:17]([CH2:18][NH:19][C:20](=[O:21])[NH:22][c:23]2[cH:24][c:25]([CH3:29])[cH:26][cH:27][cH:28]2)=[O:30])[CH:8]([C:10](=[O:11])[O:12][C:13]([CH3:14])([CH3:15])[CH3:16])[S:9]1. Starting materials: Oc1cccc(Br)c1, OCCBr, O=C([O-])[O-], CN(C)C=O, [K+], [K+]. Yields the product OCCOc1cccc(Br)c1. As a reaction SMILES: [Br:1][c:2]1[cH:3][c:4]([OH:8])[cH:5][cH:6][cH:7]1.[Br:9][CH2:10][CH2:11][OH:12].[C:13](=[O:14])([O-:15])[O-:16].[CH3:19][N:20]([CH3:21])[CH:22]=[O:23].[K+:17].[K+:18]>>[Br:1][c:2]1[cH:3][c:4]([O:8][CH2:10][CH2:11][OH:12])[cH:5][cH:6][cH:7]1. The reactants are C(C)(C)(C)OC(NCCC1=CC=C(C=C1)CO)=O ([2-(4-Hydroxymethyl-phenyl)-ethyl]-carbamic acid tert-butyl ester). The reagents and catalysts are O=[Mn]=O (MnO2). The solvent is C(Cl)Cl (CH2Cl2). As a reaction SMILES: [C:1]([O:5][C:6](=[O:18])[NH:7][CH2:8][CH2:9][C:10]1[CH:15]=[CH:14][C:13]([CH2:16][OH:17])=[CH:12][CH:11]=1)([CH3:4])([CH3:3])[CH3:2]>C(Cl)Cl.O=[Mn]=O>[C:1]([O:5][C:6](=[O:18])[NH:7][CH2:8][CH2:9][C:10]1[CH:15]=[CH:14][C:13]([CH:16]=[O:17])=[CH:12][CH:11]=1)([CH3:4])([CH3:2])[CH3:3]. Run at time 69 hour. The product is C(C)(C)(C)OC(NCCC1=CC=C(C=C1)C=O)=O ([2-(4-Formyl-phenyl)-ethyl]-carbamic acid tert-butyl ester). Reported procedure: To a solution of the alcohol from above (200 mg, 0.796 mmol) in CH2Cl2 (8 mL) was added activated MnO2 (814 mg, 7.96 mmol) and the mixture stirred at room temperature for 69 h. The reaction mixture was filtered through Celite and the cake was washed with CH2Cl2. The solvent was removed from the filtrate under reduced pressure to give the desired aldehyde as colourless crystals (175 mg, 88%). 1H NMR (CDCl3) δ 1.43 (s, 9H), 2.89 (m, 2H), 3.41 (m, 2H), 4.55 (br s, 1H), 7.37 (d, 2H, J=8.1 Hz), 7.83 ... Isolated yield 88.0%.